Task: describe an organic reaction: reactants, conditions, products, and yield. Dataset: the Open Reaction Database (ORD), a public repository of structured organic reaction records Reactants: COC(=O)C=1C(=C2C=C(C(N(C2=CN1)CC1=CC=CC=C1)=O)Br)O (1-benzyl-3-bromo-5-hydroxy-2-oxo-1,2-dihydro-[1,7]naphthyridine-6-carboxylic acid methyl ester), FC(OC1=CC=C(C=C1)B(O)O)(F)F (4-trifluoromethoxy-phenylboronic acid), [O-]P(=O)([O-])[O-].[K+].[K+].[K+] (K3PO4), COC=1C=CC=C(C1C=2C=CC=CC2P(C3CCCCC3)C4CCCCC4)OC (SPhos), Cl (HCl). Reagents/catalysts: CC(=O)[O-].CC(=O)[O-].[Pd+2] (Pd(OAc)2). The solvent is C1(=CC=CC=C1)C (toluene), O (H2O), CCOC(=O)C (EtOAc), O (water). Conditions: temperature 100 celsius. Yields the product COC(=O)C=1C(=C2C=C(C(N(C2=CN1)CC1=CC=CC=C1)=O)C1=CC=C(C=C1)OC(F)(F)F)O (1-Benzyl-5-hydroxy-2-oxo-3-(4-trifluoromethoxy-phenyl)-1,2-dihydro-[1,7]naphthyridine-6-carboxylic acid methyl ester). Yield: 36.4%. As a reaction SMILES: [CH3:1][O:2][C:3]([C:5]1[C:6]([OH:24])=[C:7]2[C:12](=[CH:13][N:14]=1)[N:11]([CH2:15][C:16]1[CH:21]=[CH:20][CH:19]=[CH:18][CH:17]=1)[C:10](=[O:22])[C:9](Br)=[CH:8]2)=[O:4].[F:25][C:26]([F:38])([F:37])[O:27][C:28]1[CH:33]=[CH:32][C:31](B(O)O)=[CH:30][CH:29]=1.[O-]P([O-])([O-])=O.[K+].[K+].[K+].COC1C=CC=C(OC)C=1C1C=CC=CC=1P(C1CCCCC1)C1CCCCC1.Cl>C1(C)C=CC=CC=1.CC([O-])=O.CC([O-])=O.[Pd+2].CCOC(C)=O.O>[CH3:1][O:2][C:3]([C:5]1[C:6]([OH:24])=[C:7]2[C:12](=[CH:13][N:14]=1)[N:11]([CH2:15][C:16]1[CH:21]=[CH:20][CH:19]=[CH:18][CH:17]=1)[C:10](=[O:22])[C:9]([C:31]1[CH:30]=[CH:29][C:28]([O:27][C:26]([F:25])([F:37])[F:38])=[CH:33][CH:32]=1)=[CH:8]2)=[O:4] |f:2.3.4.5,9.10.11|. Procedure: A mixture of 1-benzyl-3-bromo-5-hydroxy-2-oxo-1,2-dihydro-[1,7]naphthyridine-6-carboxylic acid methyl ester (80 mg, 0.21 mmol), 4-trifluoromethoxy-phenylboronic acid (64 mg, 0.31 mmol), K3PO4 (87 mg, 0.41 mmol), H2O (7.4 mg, 0.41 mmol), SPhos (4.2 mg, 0.010 mmol) and Pd(OAc)2 (4.2 mg, 0.0062 mmol) in toluene (5 mL) was heated at 100° C. under nitrogen atmosphere for 16 h. After the mixture was cooled to r.t., water (10 mL) and EtOAc (30 mL) were added. 1 M HCl was added with stirring until pH wa... Isolated yield 69.0%. Procedure details: The title compound was prepared from 2,3-diamino-4-picoline (0.246 g, 2 mmol) and hexanoic acid (0.25 ml, 2 mmols) according to the procedure described in Step 1 of Example 9. The crude product was purified by flash chromatography on silica-gel using EtOAc-MeOH (9:1) to give the pure product (0.28 g, 69%) as a tan colored solid. Product: CC1=C2C(=NC=C1)N=C(N2)CCCCC (7-Methyl-2-pentyl-imidazo[4,5-b]pyridine), product. Starting materials: NC1=NC=CC(=C1N)C (2,3-diamino-4-picoline), C(CCCCC)(=O)O (hexanoic acid). As a reaction SMILES: [NH2:1][C:2]1[C:7]([NH2:8])=[C:6]([CH3:9])[CH:5]=[CH:4][N:3]=1.[C:10](O)(=O)[CH2:11][CH2:12][CH2:13][CH2:14][CH3:15]>>[CH3:9][C:6]1[CH:5]=[CH:4][N:3]=[C:2]2[N:1]=[C:10]([CH2:11][CH2:12][CH2:13][CH2:14][CH3:15])[NH:8][C:7]=12. The reactants are BrC=1C=CC2=C(N(C(=N2)COCC2(CCN(CC2)C)C2=CC=CC=C2)CC2CC2)C1 (6-Bromo-1-(cyclopropylmethyl)-2-(((1-methyl-4-phenylpiperidin-4-yl)methoxy)methyl)-1H-benzo[d]imidazole), C1(CC1)B(O)O (cyclopropylboronic acid), C(#N)C1=CC=C(C=C1)C1=CC2=C(N(C(=N2)COCC2(CCN(CC2)C(=O)OC(C)(C)C)C2=CC=CC=C2)CC2CC2)C=C1 (tert-butyl 4-(((5-(4-cyanophenyl)-1-(cyclopropylmethyl)-1H-benzo[d]imidazol-2-yl)methoxy)methyl)-4-phenylpiperidine-1-carboxylate). Yields the product C1(CC1)C=1C=CC2=C(N(C(=N2)COCC2(CCN(CC2)C)C2=CC=CC=C2)CC2CC2)C1 (6-Cyclopropyl-1-(cyclopropylmethyl)-2-(((1-methyl-4-phenylpiperidin-4-yl)methoxy)methyl)-1H-benzo[d]imidazole). Isolated yield 92.0%. As a reaction SMILES: Br[C:2]1[CH:3]=[CH:4][C:5]2[N:9]=[C:8]([CH2:10][O:11][CH2:12][C:13]3([C:20]4[CH:25]=[CH:24][CH:23]=[CH:22][CH:21]=4)[CH2:18][CH2:17][N:16]([CH3:19])[CH2:15][CH2:14]3)[N:7]([CH2:26][CH:27]3[CH2:29][CH2:28]3)[C:6]=2[CH:30]=1.[CH:31]1(B(O)O)[CH2:33][CH2:32]1.C(C1C=CC(C2C=CC3N(CC4CC4)C(COCC4(C5C=CC=CC=5)CCN(C(OC(C)(C)C)=O)CC4)=NC=3C=2)=CC=1)#N>>[CH:31]1([C:2]2[CH:3]=[CH:4][C:5]3[N:9]=[C:8]([CH2:10][O:11][CH2:12][C:13]4([C:20]5[CH:25]=[CH:24][CH:23]=[CH:22][CH:21]=5)[CH2:14][CH2:15][N:16]([CH3:19])[CH2:17][CH2:18]4)[N:7]([CH2:26][CH:27]4[CH2:29][CH2:28]4)[C:6]=3[CH:30]=2)[CH2:33][CH2:32]1. Procedure details: Suzuki coupling reaction of 6-Bromo-1-(cyclopropylmethyl)-2-(((1-methyl-4-phenylpiperidin-4-yl)methoxy)methyl)-1H-benzo[d]imidazole (12 mg, 0.026 mmol) with cyclopropylboronic acid (3 equiv.) following the procedure described for the synthesis of tert-butyl 4-(((5-(4-cyanophenyl)-1-(cyclopropylmethyl)-1H-benzo[d]imidazol-2-yl)methoxy)methyl)-4-phenylpiperidine-1-carboxylate, gave 13 mg of the title compound (92% yield). LC/MS (HPLC method 8): tR=0.8 min, 430(MH)+. The reactants are CC=1C(=CC=2C(CCC(C2C1)(C)C)(C)C)C(=C)C1=C(C=CC=C1)C(=O)OC (methyl 2-[1-(3,5,5,8,8-pentamethyl-5,6,7,8-tetrahydro-2-naphthyl)vinyl]phenylcarboxylate), [H][H] (hydrogen). The reagents and catalysts are [Pd] (palladium-on-charcoal). Solvent: C(C)(=O)OCC (ethyl acetate). Product: CC=1C(=CC=2C(CCC(C2C1)(C)C)(C)C)C(C)C1=C(C(=O)OC)C=CC=C1 (Methyl 2-[1-(3,5,5,8,8-pentamethyl-5,6,7,8-tetrahydro-2-naphthyl)ethyl]benzoate). As a reaction SMILES: [CH3:1][C:2]1[C:3]([C:16]([C:18]2[CH:23]=[CH:22][CH:21]=[CH:20][C:19]=2[C:24]([O:26][CH3:27])=[O:25])=[CH2:17])=[CH:4][C:5]2[C:6]([CH3:15])([CH3:14])[CH2:7][CH2:8][C:9]([CH3:13])([CH3:12])[C:10]=2[CH:11]=1.[H][H]>C(OCC)(=O)C.[Pd]>[CH3:1][C:2]1[C:3]([CH:16]([C:18]2[CH:23]=[CH:22][CH:21]=[CH:20][C:19]=2[C:24]([O:26][CH3:27])=[O:25])[CH3:17])=[CH:4][C:5]2[C:6]([CH3:14])([CH3:15])[CH2:7][CH2:8][C:9]([CH3:12])([CH3:13])[C:10]=2[CH:11]=1. Reported procedure: A solution of methyl 2-[1-(3,5,5,8,8-pentamethyl-5,6,7,8-tetrahydro-2-naphthyl)vinyl]phenylcarboxylate (3.5 g, 9.7 mmol) in ethyl acetate, in the presence of palladium-on-charcoal (900 mg) at a pressure of 6 bar of hydrogen, is stirred at room temperature for 4 h. The mixture is filtered through Celite and then concentrated on a rotary evaporator under vacuum at 40° C. Procedure: 4-[4-(4-Fluoro-benzenesulfonyl)-phenylamino]-piperidine-1-carboxylic acid tert-butyl ester (640 mg; 1.47 mmol, prepared in accordance with Example 31) is dissolved in a 1 to 1 mixture of dichloromethane and trifluoroacetic acid (2 mL) and the resulting solution is stirred at room temperature until complete conversion is observed (about 90 minutes). After concentration under reduced pressure, the residue obtained is co-evaporated with dichloromethane (2×10 mL). The crude residue is then diluted i... The solvent is ClCCl (dichloromethane), FC(C(=O)O)(F)F (trifluoroacetic acid), ClCCl (dichloromethane), C(C)OC(C)=O (ethylacetate), O1CCOCC1 (dioxane). As a reaction SMILES: C(OC([N:8]1[CH2:13][CH2:12][CH:11]([NH:14][C:15]2[CH:20]=[CH:19][C:18]([S:21]([C:24]3[CH:29]=[CH:28][C:27]([F:30])=[CH:26][CH:25]=3)(=[O:23])=[O:22])=[CH:17][CH:16]=2)[CH2:10][CH2:9]1)=O)(C)(C)C.[ClH:31]>ClCCl.FC(F)(F)C(O)=O.C(OC(=O)C)C.O1CCOCC1>[ClH:31].[F:30][C:27]1[CH:26]=[CH:25][C:24]([S:21]([C:18]2[CH:19]=[CH:20][C:15]([NH:14][CH:11]3[CH2:12][CH2:13][NH:8][CH2:9][CH2:10]3)=[CH:16][CH:17]=2)(=[O:23])=[O:22])=[CH:29][CH:28]=1.[ClH:31] |f:6.7|. Yields the product Cl.FC1=CC=C(C=C1)S(=O)(=O)C1=CC=C(C=C1)NC1CCNCC1 ([4-(4-fluoro-benzenesulfonyl)-phenyl]-piperidin-4-yl-amine hydrochloride), Cl (hydrochloride). Starting materials: C(C)(C)(C)OC(=O)N1CCC(CC1)NC1=CC=C(C=C1)S(=O)(=O)C1=CC=C(C=C1)F (4-[4-(4-fluoro-benzenesulfonyl)-phenylamino]-piperidine-1-carboxylic acid tert-butyl ester), crude residue, solution, Cl (hydrochloric acid). As a reaction SMILES: [NH2:1][C:2]1[CH:3]=[C:4]2[C:9](=[CH:10][CH:11]=1)[N:8]=[CH:7][C:6]([C:12]#[N:13])=[C:5]2[NH:14][C:15]1[CH:20]=[CH:19][CH:18]=[C:17]([Br:21])[CH:16]=1.[C:22](Cl)(=[O:26])[C:23]([CH3:25])=[CH2:24]>CCN(CC)CC>[Br:21][C:17]1[CH:16]=[C:15]([NH:14][C:5]2[C:4]3[C:9](=[CH:10][CH:11]=[C:2]([NH:1][C:22](=[O:26])[C:23]([CH3:25])=[CH2:24])[CH:3]=3)[N:8]=[CH:7][C:6]=2[C:12]#[N:13])[CH:20]=[CH:19][CH:18]=1. Procedure: Prepared from 0.500 g of 6-amino-4(3-bromophenylamino)quinoline-3-carbonitrile, 0.194 g of Et3N and 0.202 g of methacryloyl chloride in the same manner as Example 380. There was obtained 0.317 g of N-[4-(3-bromophenylamino)-3-cyanoquinolin-6-yl]-2-methylacrylamide as a yellow solid: mass spectrum (electrospray, m/e): M+H 406.8, 408.8. Isolated yield 52.8%. The reactants are NC=1C=C2C(=C(C=NC2=CC1)C#N)NC1=CC(=CC=C1)Br (6-amino-4(3-bromophenylamino)quinoline-3-carbonitrile), C(C(=C)C)(=O)Cl (methacryloyl chloride). Run in CCN(CC)CC (Et3N). Product: BrC=1C=C(C=CC1)NC1=C(C=NC2=CC=C(C=C12)NC(C(=C)C)=O)C#N (N-[4-(3-bromophenylamino)-3-cyanoquinolin-6-yl]-2-methylacrylamide). Reactants: F[B-](F)(F)F, CN1CCCC1C(=O)O, CN(C)C=O, CCN(C(C)C)C(C)C, Nc1ccc(N2CCC(N3C(=O)OCc4ccccc43)CC2)c(Cl)c1, On1nnc2ccccc21, CN(C)C(On1nnc2ccccc21)=[N+](C)C. Product: CN1CCCC1C(=O)Nc1ccc(N2CCC(N3C(=O)OCc4ccccc43)CC2)c(Cl)c1. Reaction SMILES: [B-:54]([F:55])([F:56])([F:57])[F:58].[CH3:26][N:27]1[CH:28]([C:29](=[O:30])[OH:31])[CH2:32][CH2:33][CH2:34]1.[CH3:76][N:77]([CH3:78])[CH:79]=[O:80].[CH:35]([N:36]([CH2:37][CH3:38])[CH:39]([CH3:40])[CH3:41])([CH3:42])[CH3:43].[NH2:1][c:2]1[cH:3][c:4]([Cl:25])[c:5]([N:8]2[CH2:9][CH2:10][CH:11]([N:14]3[C:15](=[O:24])[O:16][CH2:17][c:18]4[c:19]3[cH:20][cH:21][cH:22][cH:23]4)[CH2:12][CH2:13]2)[cH:6][cH:7]1.[OH:44][n:45]1[c:46]2[cH:47][cH:48][cH:49][cH:50][c:51]2[n:52][n:53]1.[n:59]1([O:60][C:61]([N:62]([CH3:63])[CH3:64])=[N+:65]([CH3:66])[CH3:67])[c:68]2[cH:69][cH:70][cH:71][cH:72][c:73]2[n:74][n:75]1>>[NH:1]([c:2]1[cH:3][c:4]([Cl:25])[c:5]([N:8]2[CH2:9][CH2:10][CH:11]([N:14]3[C:15](=[O:24])[O:16][CH2:17][c:18]4[c:19]3[cH:20][cH:21][cH:22][cH:23]4)[CH2:12][CH2:13]2)[cH:6][cH:7]1)[C:29]([CH:28]1[N:27]([CH3:26])[CH2:34][CH2:33][CH2:32]1)=[O:30].